Dataset: the Open Reaction Database (ORD), a public repository of structured organic reaction records. Task: describe an organic reaction: reactants, conditions, products, and yield Reactants: Clc1ccc(CBr)c(Cl)c1, I, [Mg]. The product is [Br-], [Mg+]Cc1ccc(Cl)cc1Cl. RXN SMILES: [Cl:2][c:3]1[c:4]([CH2:5][Br:6])[cH:7][cH:8][c:9]([Cl:11])[cH:10]1.[I:12].[Mg:1]>>[Br-:6].[Mg+:1][CH2:5][c:4]1[c:3]([Cl:2])[cH:10][c:9]([Cl:11])[cH:8][cH:7]1. Reactants: FC1=C(C=C(C(=O)NC2=CC=C(C=C2)OC(F)(F)F)C=C1)C1=CN=CS1 (4-fluoro-3-(thiazol-5-yl)-N-(4-(trifluoromethoxy)phenyl)benzamide), CC1(CNCC1)O (3-methylpyrrolidin-3-ol). Yields the product OC1(CN(CC1)C1=C(C=C(C(=O)NC2=CC=C(C=C2)OC(F)(F)F)C=C1)C1=CN=CS1)C (4-(3-Hydroxy-3-methylpyrrolidin-1-yl)-3-(thiazol-5-yl)-N-(4-(trifluoromethoxy)phenyl)benzamide). Reaction SMILES: F[C:2]1[CH:21]=[CH:20][C:5]([C:6]([NH:8][C:9]2[CH:14]=[CH:13][C:12]([O:15][C:16]([F:19])([F:18])[F:17])=[CH:11][CH:10]=2)=[O:7])=[CH:4][C:3]=1[C:22]1[S:26][CH:25]=[N:24][CH:23]=1.[CH3:27][C:28]1([OH:33])[CH2:32][CH2:31][NH:30][CH2:29]1>>[OH:33][C:28]1([CH3:27])[CH2:32][CH2:31][N:30]([C:2]2[CH:21]=[CH:20][C:5]([C:6]([NH:8][C:9]3[CH:14]=[CH:13][C:12]([O:15][C:16]([F:19])([F:18])[F:17])=[CH:11][CH:10]=3)=[O:7])=[CH:4][C:3]=2[C:22]2[S:26][CH:25]=[N:24][CH:23]=2)[CH2:29]1. Procedure details: The title compound was prepared in an analogous fashion to that described in Example 1 using 4-fluoro-3-(thiazol-5-yl)-N-(4-(trifluoromethoxy)phenyl)benzamide (Stage 1.1) and 3-methylpyrrolidin-3-ol to afford a yellow solid. UPLC-MS (Condition 1) tR=2.57 min, m/z=464.1 [M+H]+, m/z=462.1 [M−H]−; 1H-NMR (400 MHz, DMSO-d6) δ ppm 1.09-1.30 (m, 3H) 1.63-1.85 (m, 2H) 2.88 (s, 1H) 2.95 (s, 1H) 3.02-3.15 (m, 1H) 3.26-3.30 (m, 1H) 4.72 (s, 1H) 6.94 (d, J=8.80 Hz, 1H) 7.33 (d, J=9.05 Hz, 2H) 7.78-8.00 (m,... Reactants: P(OCC)(OCC)OCC (P(OEt)3), C1=CC=C2C(=C1)C(=C(S2)Br)Br (2,3-dibromothianaphthene). Reagents/catalysts: Cl[Pd]Cl (PdCl2). Run in C(Cl)Cl (CH2Cl2). Run at time 30 minute. Product: C(C)OP(=O)(OCC)C1=C(C2=C(S1)C=CC=C2)P(=O)(OCC)OCC (2,3-bis(diethoxyphosphoryl)-benzo[b]thiophene). The yield is 47.9%. Reaction SMILES: [P:1]([O:8]CC)([O:5][CH2:6][CH3:7])[O:2][CH2:3][CH3:4].[CH:11]1[CH:16]=[C:15]2[C:17](Br)=[C:18](Br)[S:19][C:14]2=[CH:13][CH:12]=1>C(Cl)Cl.Cl[Pd]Cl>[CH2:3]([O:2][P:1]([C:18]1[S:19][C:14]2[CH:13]=[CH:12][CH:11]=[CH:16][C:15]=2[C:17]=1[P:1]([O:2][CH2:3][CH3:4])([O:5][CH2:6][CH3:7])=[O:8])([O:5][CH2:6][CH3:7])=[O:8])[CH3:4]. Procedure: A suspension of PdCl2 (0.15 g) in 2,3-dibromothianaphthene (2.4 g) was brought to the temperature of 115° C., and P(OEt)3 (3.3 g) was then dropped under stirring and in an inert atmosphere. Once dropping was completed, the red solution was brought to 160° C. After 1 h 30 min, the mixture was diluted with CH2Cl2, washed twice with water and dehydrated. The solvent was evaporated at reduced pressure to yield a residue that underwent chromatography on silica gel by flash chromatography (AcOEt), to ... The reactants are NC=1SC=C(N1)C(C(=O)N[C@H]1[C@H]2SCC(=C(N2C1=O)C(=O)O)CSC1=CC(=NC=2N1N=C(N2)C)C(NO)=O)=O ((6R,7R)-7-(2-Amino-4-thiazoleglyoxylamido)-3-[[[5-(hydroxycarbamoyl)-2-methyl-s-triazolo[1,5-a]pyrimidin-7-yl]thio]methyl]-8-oxo-5-thia-1-azabicyclo[4.2.0]oct-2-ene-2-carboxylic acid), Cl.NOCS(=O)(=O)C=1C=C(C(O)=CC1)O (4-[[(aminooxy)methyl]sulphonyl]pyrocatechol hydrochloride), Cl.NOCS(=O)(=O)C=1C=C(C(O)=CC1)O (4-[[(aminooxy)methyl]sulphonyl]pyrocatechol hydrochloride). Run in CC(=O)N(C)C (dimethylacetamide). Product: ONC(=O)C1=NC=2N(C(=C1)SCC1=C(N3C(CC3SC1)=O)C(=O)O)N=C(N2)C (3-[[[5-(hydroxycarbamoyl)-2-methyl-s-triazolo[1,5 -a]pyrimidin-7-yl]thio]methyl]-8-oxo-5-thia-1-azabicyclo[4.2.0]oct-2-ene-2-carboxylic acid). As a reaction SMILES: NC1SC=C(C(=O)C(N[C@@H:11]2[C:18](=[O:19])[N:17]3[C@@H:12]2[S:13][CH2:14][C:15]([CH2:23][S:24][C:25]2[N:30]4[N:31]=[C:32]([CH3:34])[N:33]=[C:29]4[N:28]=[C:27]([C:35](=[O:38])[NH:36][OH:37])[CH:26]=2)=[C:16]3[C:20]([OH:22])=[O:21])=O)N=1.Cl.NOCS(C1C=C(O)C(=CC=1)O)(=O)=O>CC(N(C)C)=O>[OH:37][NH:36][C:35]([C:27]1[CH:26]=[C:25]([S:24][CH2:23][C:15]2[CH2:14][S:13][CH:12]3[N:17]([C:18](=[O:19])[CH2:11]3)[C:16]=2[C:20]([OH:22])=[O:21])[N:30]2[N:31]=[C:32]([CH3:34])[N:33]=[C:29]2[N:28]=1)=[O:38] |f:1.2|. Reported procedure: (6R,7R)-7-(2-Amino-4-thiazoleglyoxylamido)-3-[[[5-(hydroxycarbamoyl)-2-methyl-s-triazolo[1,5-a]pyrimidin-7-yl]thio]methyl]-8-oxo-5-thia-1-azabicyclo[4.2.0]oct-2-ene-2-carboxylic acid (65 mg) (0.11 mmol) and 37 mg (0.14 mmol) of 4-[[(aminooxy)methyl]sulphonyl]pyrocatechol hydrochloride are dissolved in 3 ml of absolute dimethylacetamide. After stirring at room temperature for 24 hours a further 4.2 mg (0.016 mmol) of 4-[[(aminooxy)methyl]sulphonyl]pyrocatechol hydrochloride are added. After a fur... Starting materials: [N+](=O)([O-])C1=CC=C(C(=O)C2=CC(=C(C(=C2)C(C)(C)C)O)C(C)(C)C)C=C1 (4-(4-nitrobenzoyl)-2,6-di(t-butyl)phenol), ammonium sulfide, ammonium sulfide. The solvent is C(C)O (ethanol). Yields the product NC1=CC=C(C(=O)C2=CC(=C(C(=C2)C(C)(C)C)O)C(C)(C)C)C=C1 (4-(4-aminobenzoyl)-2,6-di(t-butyl)phenol). Reaction SMILES: [N+:1]([C:4]1[CH:26]=[CH:25][C:7]([C:8]([C:10]2[CH:15]=[C:14]([C:16]([CH3:19])([CH3:18])[CH3:17])[C:13]([OH:20])=[C:12]([C:21]([CH3:24])([CH3:23])[CH3:22])[CH:11]=2)=[O:9])=[CH:6][CH:5]=1)([O-])=O.[NH4+]=S>C(O)C>[NH2:1][C:4]1[CH:5]=[CH:6][C:7]([C:8]([C:10]2[CH:15]=[C:14]([C:16]([CH3:18])([CH3:19])[CH3:17])[C:13]([OH:20])=[C:12]([C:21]([CH3:24])([CH3:23])[CH3:22])[CH:11]=2)=[O:9])=[CH:25][CH:26]=1. Procedure details: A solution of 5 g. of 4-(4-nitrobenzoyl)-2,6-di(t-butyl)phenol in 150 ml. of ethanol is treated with 40 ml. of ammonium sulfide solution. The mixture is heated at reflux for 2 hours then stirred without heating for about 16 hours. An additional 40 ml. of ammonium sulfide solution is added, and the mixture is heated at reflux for 4 hours more. After an additional 16 hours without heating, the mixture is extracted with dichloromethane, and the extracts are dried. Evaporation of the dried extracts ... Reaction SMILES: [C:1](#[CH:2])[c:3]1[cH:4][c:5]([C:6](=[O:7])[Cl:8])[cH:9][cH:10][cH:11]1.[Cl:25][CH2:26][Cl:27].[NH:12]([c:13]1[cH:14][cH:15][cH:16][cH:17][cH:18]1)[c:19]1[cH:20][cH:21][cH:22][cH:23][cH:24]1>>[C:1](#[CH:2])[c:3]1[cH:4][c:5]([C:6](=[O:7])[N:12]([c:13]2[cH:14][cH:15][cH:16][cH:17][cH:18]2)[c:19]2[cH:20][cH:21][cH:22][cH:23][cH:24]2)[cH:9][cH:10][cH:11]1. Reactants: C#Cc1cccc(C(=O)Cl)c1, ClCCl, c1ccc(Nc2ccccc2)cc1. Yields the product C#Cc1cccc(C(=O)N(c2ccccc2)c2ccccc2)c1. Starting materials: C(C(CCCC)(C(=O)OCC)C(=O)OCC)C(=O)OCC (triethyl hexane-1,2,2-tricarboxylate), C(C1=CC=CC=C1)N1C(CC(CC1(C)C)O)(C)C (1-benzyl-2,2,6,6-tetramethyl-4-hydroxypiperidine), C=1(C(=CC=CC1)C)C (xylene), [Li]N (LiNH2). The solvent is C(C)O (ethanol). Reaction conditions: time 3 hour. The product is C(C1=CC=CC=C1)N1C(CC(CC1(C)C)OC(=O)CC(CCCC)(C(=O)OC1CC(N(C(C1)(C)C)CC1=CC=CC=C1)(C)C)C(=O)OC1CC(N(C(C1)(C)C)CC1=CC=CC=C1)(C)C)(C)C (Tris-(1-benzyl-2,2,6,6-tetramethyl-4-piperidinyl)hexane-1,2,2-tricarboxylate). RXN SMILES: [CH2:1]([C:17]([O:19][CH2:20][CH3:21])=[O:18])[C:2]([C:12]([O:14][CH2:15][CH3:16])=[O:13])([C:7]([O:9][CH2:10][CH3:11])=[O:8])[CH2:3][CH2:4][CH2:5][CH3:6].[CH2:22]([N:29]1[C:34]([CH3:36])([CH3:35])CC(O)[CH2:31][C:30]1([CH3:39])[CH3:38])[C:23]1[CH:28]=[CH:27][CH:26]=[CH:25][CH:24]=1.[C:40]1([CH3:47])[C:41](C)=[CH:42][CH:43]=[CH:44][CH:45]=1.[Li]N>C(O)C>[CH2:22]([N:29]1[C:30]([CH3:38])([CH3:39])[CH2:31][CH:20]([O:19][C:17]([CH2:1][C:2]([C:12]([O:14][CH:15]2[CH2:31][C:30]([CH3:39])([CH3:38])[N:29]([CH2:47][C:40]3[CH:45]=[CH:44][CH:43]=[CH:42][CH:41]=3)[C:34]([CH3:36])([CH3:35])[CH2:16]2)=[O:13])([C:7]([O:9][CH:10]2[CH2:39][C:30]([CH3:31])([CH3:38])[N:29]([CH2:22][C:23]3[CH:24]=[CH:25][CH:26]=[CH:27][CH:28]=3)[C:34]([CH3:35])([CH3:36])[CH2:11]2)=[O:8])[CH2:3][CH2:4][CH2:5][CH3:6])=[O:18])[CH2:21][C:34]1([CH3:35])[CH3:36])[C:23]1[CH:28]=[CH:27][CH:26]=[CH:25][CH:24]=1. Procedure: 30.2 g (0.1 mol) of triethyl hexane-1,2,2-tricarboxylate, 74.2 g (0.3 mol) of 1-benzyl-2,2,6,6-tetramethyl-4-hydroxypiperidine and 50 ml of xylene are warmed to 130° and mixed with 0.8 g of LiNH2. The ethanol formed is distilled off continuously. The solution is kept at the above temperature for 3 hours, so that it can then be kept at 150° for a further 2 hours. After cooling, the residue is taken up in toluene, a little glacial acetic acid is added to the solution and the latter is washed with ...